Dataset: the Open Reaction Database (ORD), a public repository of structured organic reaction records. Task: describe an organic reaction: reactants, conditions, products, and yield Product: CN(C1=CC(=NC(=N1)C)N1CC2C(C1)CN(C2)C(=O)C2=C(C=C(C=C2)OC)N2N=CC=N2)C ((5-(6-(Dimethylamino)-2-methylpyrimidin-4-yl)hexahydropyrrolo[3,4-c]pyrrol-2(1H)-yl)(4-methoxy-2-(2H-1,2,3-triazol-2-yl)phenyl)methanone). The reactants are C1N(CC2C1CNC2)C(=O)C2=C(C=C(C=C2)OC)N2N=CC=N2 ((hexahydropyrrolo[3,4-c]pyrrol-2(1H)-yl)(4-methoxy-2-(2H-1,2,3-triazol-2-yl)phenyl)methanone), product, ClC1=CC(=NC(=N1)C)N(C)C (6-chloro-N,N,2-trimethylpyrimidin-4-amine). Reported procedure: The title compound was prepared utilizing (hexahydropyrrolo[3,4-c]pyrrol-2(1H)-yl)(4-methoxy-2-(2H-1,2,3-triazol-2-yl)phenyl)methanone (Example 288, product from Step B) and 6-chloro-N,N,2-trimethylpyrimidin-4-amine. MS (ESI) mass calcd. C23H28N8O2, 448.52; m/z found 449.2 [M+H]+. As a reaction SMILES: [CH2:1]1[CH:5]2[CH2:6][NH:7][CH2:8][CH:4]2[CH2:3][N:2]1[C:9]([C:11]1[CH:16]=[CH:15][C:14]([O:17][CH3:18])=[CH:13][C:12]=1[N:19]1[N:23]=[CH:22][CH:21]=[N:20]1)=[O:10].Cl[C:25]1[N:30]=[C:29]([CH3:31])[N:28]=[C:27]([N:32]([CH3:34])[CH3:33])[CH:26]=1>>[CH3:33][N:32]([CH3:34])[C:27]1[N:28]=[C:29]([CH3:31])[N:30]=[C:25]([N:7]2[CH2:6][CH:5]3[CH2:1][N:2]([C:9]([C:11]4[CH:16]=[CH:15][C:14]([O:17][CH3:18])=[CH:13][C:12]=4[N:19]4[N:20]=[CH:21][CH:22]=[N:23]4)=[O:10])[CH2:3][CH:4]3[CH2:8]2)[CH:26]=1. Reactants: C(C)C=1N(C(C(=C(N1)CCC)CC1=CC=C(C=C1)C=1C(=CC=CC1)C#N)=O)C1=CC=C(C=C1)O (4′-{[2-ethyl-1-(4-hydroxyphenyl)-6-oxo-4-propyl-1,6-dihydropyrimidin-5-yl]methyl}biphenyl-2-carbonitrile), BrC1(CCCC1)C(=O)OC (methyl 1-bromocyclopentanecarboxylate), C([O-])([O-])=O.[Cs+].[Cs+] (cesium carbonate). Solvent: CN(C(C)=O)C (N,N-dimethylacetamide). Run at temperature 120 celsius, time 24 hour. The product is C(#N)C1=C(C=CC=C1)C1=CC=C(C=C1)CC1=C(N=C(N(C1=O)C1=CC=C(OC2(CCCC2)C(=O)OC)C=C1)CC)CCC (methyl 1-{4-[5-[(2′-cyanobiphenyl-4-yl)methyl]-2-ethyl-6-oxo-4-propylpyrimidin-1(6H)-yl]phenoxy}cyclopentanecarboxylate). Isolated yield 73.4%. As a reaction SMILES: [CH2:1]([C:3]1[N:4]([C:28]2[CH:33]=[CH:32][C:31]([OH:34])=[CH:30][CH:29]=2)[C:5](=[O:27])[C:6]([CH2:12][C:13]2[CH:18]=[CH:17][C:16]([C:19]3[C:20]([C:25]#[N:26])=[CH:21][CH:22]=[CH:23][CH:24]=3)=[CH:15][CH:14]=2)=[C:7]([CH2:9][CH2:10][CH3:11])[N:8]=1)[CH3:2].Br[C:36]1([C:41]([O:43][CH3:44])=[O:42])[CH2:40][CH2:39][CH2:38][CH2:37]1.C(=O)([O-])[O-].[Cs+].[Cs+]>CN(C)C(=O)C>[C:25]([C:20]1[CH:21]=[CH:22][CH:23]=[CH:24][C:19]=1[C:16]1[CH:17]=[CH:18][C:13]([CH2:12][C:6]2[C:5](=[O:27])[N:4]([C:28]3[CH:33]=[CH:32][C:31]([O:34][C:36]4([C:41]([O:43][CH3:44])=[O:42])[CH2:40][CH2:39][CH2:38][CH2:37]4)=[CH:30][CH:29]=3)[C:3]([CH2:1][CH3:2])=[N:8][C:7]=2[CH2:9][CH2:10][CH3:11])=[CH:14][CH:15]=1)#[N:26] |f:2.3.4|. Procedure details: To a solution of 4′-{[2-ethyl-1-(4-hydroxyphenyl)-6-oxo-4-propyl-1,6-dihydropyrimidin-5-yl]methyl}biphenyl-2-carbonitrile (1.0 g) in N,N-dimethylacetamide (10 mL) were added methyl 1-bromocyclopentanecarboxylate (1.4 g) and cesium carbonate (2.2 g), and the mixture was stirred at 120° C. for 24 hr. The mixture was allowed to cool to room temperature. The insoluble material was filtered off, diluted with ethyl acetate, washed with 1 M hydrochloric acid, saturated sodium hydrogen carbonate and sat... Starting materials: BrC1=CC=C2C(=CNC2=C1)CC(=O)N=C(NCC1=CC(=C(C(=C1)Cl)NC(C)=O)Cl)N (N-(4-{N′-[2-(6-Bromo-1H-indol-3-yl)-acetyl]-guanidinomethyl}-2,6-dichloro-phenyl)-acetamide), C(#N)C=1C=C2C(=CNC2=CC1)CC(=O)O (2-(5-cyano-1H-indol-3-yl)acetic acid), ( A ). The product is C(#N)C=1C=C2C(=CNC2=CC1)CC(=O)N=C(NCC1=CC(=C(C(=C1)Cl)NC(C)=O)Cl)N (N-(4-{N′-[2-(5-Cyano-1H-indol-3-yl)-acetyl]-guanidinomethyl}-2,6-dichloro-phenyl)-acetamide). RXN SMILES: Br[C:2]1[CH:10]=[C:9]2[C:5]([C:6]([CH2:11][C:12]([N:14]=[C:15]([NH2:30])[NH:16][CH2:17][C:18]3[CH:23]=[C:22]([Cl:24])[C:21]([NH:25][C:26](=[O:28])[CH3:27])=[C:20]([Cl:29])[CH:19]=3)=[O:13])=[CH:7][NH:8]2)=[CH:4][CH:3]=1.[C:31](C1C=C2C(=CC=1)NC=C2CC(O)=O)#[N:32]>>[C:31]([C:3]1[CH:4]=[C:5]2[C:9](=[CH:10][CH:2]=1)[NH:8][CH:7]=[C:6]2[CH2:11][C:12]([N:14]=[C:15]([NH2:30])[NH:16][CH2:17][C:18]1[CH:23]=[C:22]([Cl:24])[C:21]([NH:25][C:26](=[O:28])[CH3:27])=[C:20]([Cl:29])[CH:19]=1)=[O:13])#[N:32]. Reported procedure: In a manner similar to that used in the preparation of the compound of example 1, but using 2-(5-cyano-1H-indol-3-yl)acetic acid (preparation H) in step 23 (A), the title compound was prepared. 1H-NMR (500 MHz, CD3OD) δ ppm 2.19 (s, 3 H) 4.03 (s, 2 H) 4.56 (s, 2 H) 7.45 (m, 4 H) 7.55 (d, J=8.55 Hz, 1 H) 8.06 (s, 1 H) RXN SMILES: [C:1]12([CH2:11][CH2:12][C:13]3[NH:17][C:16]([CH:18]4[CH2:23][CH2:22][CH2:21][CH2:20][CH2:19]4)=[N:15][C:14]=3[C:24]([OH:26])=O)[CH2:10][CH:5]3[CH2:6][CH:7]([CH2:9][CH:3]([CH2:4]3)[CH2:2]1)[CH2:8]2.C([O:34][C:35](=[O:44])[C:36]1[CH:41]=[CH:40][CH:39]=[C:38]([NH2:42])[C:37]=1[CH3:43])C1C=CC=CC=1>>[C:1]12([CH2:11][CH2:12][C:13]3[NH:17][C:16]([CH:18]4[CH2:19][CH2:20][CH2:21][CH2:22][CH2:23]4)=[N:15][C:14]=3[C:24]([NH:42][C:38]3[C:37]([CH3:43])=[C:36]([CH:41]=[CH:40][CH:39]=3)[C:35]([OH:44])=[O:34])=[O:26])[CH2:2][CH:3]3[CH2:9][CH:7]([CH2:6][CH:5]([CH2:4]3)[CH2:10]1)[CH2:8]2. Procedure details: 5-(2-Adamantan-1-yl-ethyl)-2-cyclohexyl-1H-imidazole-4-carboxylic acid (Example 252) was reacted with 3-amino-2-methyl-benzoic acid benzyl ester (prepared in two steps from 2-methyl-3-nitro-benzoic acid) according to the procedure of Example 20, step d. The benzyl ester was hydrogenated using the same procedure as in Example 1, step c to afford the title compound. 1H NMR (300 MHz, d6-DMSO) 13.00 (1H, br s), 11.95 (1H, br s), 9.31 (1H, br s), 8.01 (1H, d), 7.49 (1H, d), 7.24 (1H, m), 2.85 (2H, m)... Product: C12(CC3CC(CC(C1)C3)C2)CCC2=C(N=C(N2)C2CCCCC2)C(=O)NC=2C(=C(C(=O)O)C=CC2)C (3-{[5-(2-Adamantan-1-yl-ethyl)-2-cyclohexyl-1H-imidazole-4-carbonyl]-amino}-2-methyl-benzoic Acid). Starting materials: C12(CC3CC(CC(C1)C3)C2)CCC2=C(N=C(N2)C2CCCCC2)C(=O)O (5-(2-Adamantan-1-yl-ethyl)-2-cyclohexyl-1H-imidazole-4-carboxylic acid), C(C1=CC=CC=C1)OC(C1=C(C(=CC=C1)N)C)=O (3-amino-2-methyl-benzoic acid benzyl ester), benzyl ester. Reactants: ClC=C(C(C)=O)Cl (1,2-dichloro-1-buten-3-one), C(C)O (ethanol), [Na] (sodium), C(C)O (ethanol), C(C)(=O)O (acetic acid). Reaction conditions: time 2 hour. Yields the product ClC(C(OCC)OCC)C(C)=O (2-Chloro-1,1-diethoxy-3-butanone). Yield: 64.0%. As a reaction SMILES: [Na].Cl[CH:3]=[C:4]([Cl:8])[C:5](=[O:7])[CH3:6].[C:9]([OH:12])(=O)[CH3:10].[CH2:13]([OH:15])[CH3:14]>>[Cl:8][CH:4]([C:5](=[O:7])[CH3:6])[CH:3]([O:12][CH2:9][CH3:10])[O:15][CH2:13][CH3:14] |^1:0|. Reported procedure: To a solution of 2.30 g of sodium metal in 180 ml ethanol, cooled in an ice-bath is added dropwise a solution of 13.90 g (0.10 mole) 1,2-dichloro-1-buten-3-one in 20 ml ethanol. The mixture is stirred for 2 hours, acidified with glacial acetic acid (4 ml) and the precipitated salt removed by filtration, washing with ethanol. The filtrate is concentrated in vacuo, the residue slurried in ethyl ether and filtered to remove salt. The ether is evaporated in vacuo and the residual oil is distilled to... The reactants are OOS(=O)(=O)O (Caro's acid), C1(=CC=CC=C1)SC1=CC=CC=C1 (diphenyl sulfide), OOS(=O)(=O)O (Caro's acid). Yields the product C1(=CC=CC=C1)S(=O)C1=CC=CC=C1 (diphenyl sulfoxide). Yield: 39.0%. As a reaction SMILES: [OH:1]OS(O)(=O)=O.[C:7]1([S:13][C:14]2[CH:19]=[CH:18][CH:17]=[CH:16][CH:15]=2)[CH:12]=[CH:11][CH:10]=[CH:9][CH:8]=1>>[C:14]1([S:13]([C:7]2[CH:8]=[CH:9][CH:10]=[CH:11][CH:12]=2)=[O:1])[CH:15]=[CH:16][CH:17]=[CH:18][CH:19]=1. Reported procedure: The effectiveness of Caro's acid as an oxidizing agent is unexpected. More explicitly, diphenyl sulfide has been oxidized by Caro's acid to give diphenyl sulfoxide in 39% yield by I. P. Gragerov and A. F. Levit, Zh. Obshch. Khim., 33, 543 (1963). Diphenyl sulfide is a typical aromatic sulfide. The starting material used in this invention also is an aromatic sulfide and would be expected to behave as a typical aromatic sulfide; however, it does not. Most aromatic sulfides can be oxidized in 70% d... Procedure details: In a manner similar to Preparation 21 react 2-azido-1-(3,4,5-trimethoxyphenyl)ethanone with cyclohexanamine and NaCNBH3 to obtain the title compound. As a reaction SMILES: [N:1]([CH2:4][C:5]([C:7]1[CH:12]=[C:11]([O:13][CH3:14])[C:10]([O:15][CH3:16])=[C:9]([O:17][CH3:18])[CH:8]=1)=O)=[N+:2]=[N-:3].[CH:19]1([NH2:25])[CH2:24][CH2:23][CH2:22][CH2:21][CH2:20]1.[BH3-]C#N.[Na+]>>[N:1]([CH2:4][CH:5]([C:7]1[CH:12]=[C:11]([O:13][CH3:14])[C:10]([O:15][CH3:16])=[C:9]([O:17][CH3:18])[CH:8]=1)[NH:25][CH:19]1[CH2:24][CH2:23][CH2:22][CH2:21][CH2:20]1)=[N+:2]=[N-:3] |f:2.3|. The reactants are N(=[N+]=[N-])CC(=O)C1=CC(=C(C(=C1)OC)OC)OC (2-azido-1-(3,4,5-trimethoxyphenyl)ethanone), C1(CCCCC1)N (cyclohexanamine), [BH3-]C#N.[Na+] (NaCNBH3). The product is N(=[N+]=[N-])CC(NC1CCCCC1)C1=CC(=C(C(=C1)OC)OC)OC (α-(Azidomethyl)-N-cyclohexyl-3,4,5-trimethoxybenzenemethanamine). Reactants: CC(C)O, O=C(O)Cc1ccc(F)cc1, Cc1ccc(S(=O)(=O)O)cc1, c1ccccc1. The product is CC(C)OC(=O)Cc1ccc(F)cc1. As a reaction SMILES: [CH3:12][CH:13]([CH3:14])[OH:15].[F:1][c:2]1[cH:3][cH:4][c:5]([CH2:8][C:9](=[O:10])[OH:11])[cH:6][cH:7]1.[c:16]1([CH3:17])[cH:18][cH:19][c:20]([S:21]([OH:22])(=[O:23])=[O:24])[cH:25][cH:26]1.[cH:27]1[cH:28][cH:29][cH:30][cH:31][cH:32]1>>[F:1][c:2]1[cH:3][cH:4][c:5]([CH2:8][C:9](=[O:10])[O:11][CH:13]([CH3:12])[CH3:14])[cH:6][cH:7]1.